From a dataset of the Open Reaction Database (ORD), a public repository of structured organic reaction records. describe an organic reaction: reactants, conditions, products, and yield The reactants are IC=1C([C@H]2[C@H](OC(O2)(C)C)C1COC(C1=CC=CC=C1)(C1=CC=CC=C1)C1=CC=CC=C1)=O ((3aR,6aR)-5-iodo-2,2-dimethyl-6-((trityloxy)methyl)-3aH-cyclopenta[d][1,3]dioxol-4(6aH)-one), [BH4-].[Na+] (NaBH4), CeCl3.7H2O, [BH4-].[Na+] (NaBH4). Run in CO (MeOH). Run at temperature 0 celsius, time 1 hour. Product: IC=1[C@@H]([C@H]2[C@H](OC(O2)(C)C)C1COC(C1=CC=CC=C1)(C1=CC=CC=C1)C1=CC=CC=C1)O ((3aS,4R,6aR)-5-iodo-2,2-dimethyl-6-((trityloxy)methyl)-4,6a-dihydro-3aH-cyclopenta[d][1,3]dioxol-4-ol). Reaction SMILES: [I:1][C:2]1[C:3](=[O:33])[C@@H:4]2[O:8][C:7]([CH3:10])([CH3:9])[O:6][C@@H:5]2[C:11]=1[CH2:12][O:13][C:14]([C:27]1[CH:32]=[CH:31][CH:30]=[CH:29][CH:28]=1)([C:21]1[CH:26]=[CH:25][CH:24]=[CH:23][CH:22]=1)[C:15]1[CH:20]=[CH:19][CH:18]=[CH:17][CH:16]=1.[BH4-].[Na+]>CO>[I:1][C:2]1[C@H:3]([OH:33])[C@@H:4]2[O:8][C:7]([CH3:10])([CH3:9])[O:6][C@@H:5]2[C:11]=1[CH2:12][O:13][C:14]([C:21]1[CH:22]=[CH:23][CH:24]=[CH:25][CH:26]=1)([C:15]1[CH:16]=[CH:17][CH:18]=[CH:19][CH:20]=1)[C:27]1[CH:32]=[CH:31][CH:30]=[CH:29][CH:28]=1 |f:1.2|. Procedure: A solution of compound 6 (from Example 6b) was added to the reactor and cooled to 0° C. 2.2 kg MeOH was added followed by addition of CeCl3.7H2O (355 g) and the mixture stirred for 1 h to result homogeneous solution. NaBH4 (8.8 g) was added in portions at 0° C., stirred for 30 min, IPC showed the reaction started and additional NaBH4 (30 g) was added in portions with stirring for 1 h at 0° C. IPC showed complete consumption of compound 6. Saturated NH4Cl (0.27 kg) was added followed by celite (2... Starting materials: BrC1=CC=C(C=C1)C=1OC2=C(C(=CC(=C2C(C1)=O)OC)OC)[C@H]1[C@@H](N(CC1)C)CO ((+)-trans-2-(4-Bromo-phenyl)-8-(2-hydroxymethyl-1-methyl-pyrrolidin-3-yl)-5,7-dimethoxy-chromen-4-one), Cl.N1=CC=CC=C1 (pyridine hydrochloride). Yields the product BrC1=CC=C(C=C1)C=1OC2=C(C(=CC(=C2C(C1)=O)O)O)[C@H]1[C@@H](N(CC1)C)CO ((+)-trans-2-(4-Bromo-phenyl)-5,7-dihydroxy-8-(2-hydroxymethyl-1-methyl-pyrrolidin-3-yl)-chromen-4-one). As a reaction SMILES: [Br:1][C:2]1[CH:7]=[CH:6][C:5]([C:8]2[O:9][C:10]3[C:15]([C:16](=[O:18])[CH:17]=2)=[C:14]([O:19]C)[CH:13]=[C:12]([O:21]C)[C:11]=3[C@@H:23]2[CH2:27][CH2:26][N:25]([CH3:28])[C@H:24]2[CH2:29][OH:30])=[CH:4][CH:3]=1.Cl.N1C=CC=CC=1>>[Br:1][C:2]1[CH:7]=[CH:6][C:5]([C:8]2[O:9][C:10]3[C:15]([C:16](=[O:18])[CH:17]=2)=[C:14]([OH:19])[CH:13]=[C:12]([OH:21])[C:11]=3[C@@H:23]2[CH2:27][CH2:26][N:25]([CH3:28])[C@H:24]2[CH2:29][OH:30])=[CH:4][CH:3]=1 |f:1.2|. Procedure details: Compound of example 77 (0.61 g, 1.29 mmol) was subjected to demethylation with pyridine hydrochloride (6.1 g, 52.81 mmol) as described in example 17, afforded the two title compounds which were separated using column chromatography. The reactants are C1CCOC1, CCCC[N+](CCCC)(CCCC)CCCC, [F-], CC(=O)NS(=O)(=O)c1cccc(Oc2nc3cc(-c4ccc(-c5ccccc5)cc4)c(Cl)cc3n2COCC[Si](C)(C)C)c1. Reaction SMILES: [CH2:63]1[O:64][CH2:65][CH2:66][CH2:67]1.[CH3:46][CH2:47][CH2:48][CH2:49][N+:50]([CH2:51][CH2:52][CH2:53][CH3:54])([CH2:55][CH2:56][CH2:57][CH3:58])[CH2:59][CH2:60][CH2:61][CH3:62].[F-:45].[c:1]1(-[c:39]2[cH:40][cH:41][cH:42][cH:43][cH:44]2)[cH:2][cH:3][c:4](-[c:7]2[cH:8][c:9]3[c:10]([n:11]([CH2:28][O:29][CH2:30][CH2:31][Si:32]([CH3:33])([CH3:34])[CH3:35])[c:12]([O:14][c:15]4[cH:16][c:17]([S:21](=[O:22])(=[O:23])[NH:24][C:25]([CH3:26])=[O:27])[cH:18][cH:19][cH:20]4)[n:13]3)[cH:36][c:37]2[Cl:38])[cH:5][cH:6]1>>[c:1]1(-[c:39]2[cH:40][cH:41][cH:42][cH:43][cH:44]2)[cH:2][cH:3][c:4](-[c:7]2[cH:8][c:9]3[c:10]([nH:11][c:12]([O:14][c:15]4[cH:16][c:17]([S:21](=[O:22])(=[O:23])[NH:24][C:25]([CH3:26])=[O:27])[cH:18][cH:19][cH:20]4)[n:13]3)[cH:36][c:37]2[Cl:38])[cH:5][cH:6]1. Yields the product CC(=O)NS(=O)(=O)c1cccc(Oc2nc3cc(-c4ccc(-c5ccccc5)cc4)c(Cl)cc3[nH]2)c1. Starting materials: E1, C=O (formaldehyde), FC1=C(C=CC=C1F)C1(CNCC1)O (3-(2,3-difluorophenyl)-pyrrolidin-3-ol), C=O (formaldehyde). Run in C(=O)O (formic acid). Product: FC1=C(C=CC=C1F)C1(CN(CC1)C)O ((+)-3-(2,3-DIFLUOROPHENYL)-1-METHYLPYRROLIDIN-3-OL). As a reaction SMILES: [F:1][C:2]1[C:7]([F:8])=[CH:6][CH:5]=[CH:4][C:3]=1[C:9]1([OH:14])[CH2:13][CH2:12][NH:11][CH2:10]1.[CH2:15]=O>C(O)=O>[F:1][C:2]1[C:7]([F:8])=[CH:6][CH:5]=[CH:4][C:3]=1[C:9]1([OH:14])[CH2:13][CH2:12][N:11]([CH3:15])[CH2:10]1. Procedure details: Preparation according to Example 11: Enantiomer E1 of 3-(2,3-difluorophenyl)-pyrrolidin-3-ol (0.15 g, 0.72 mmol), formic acid (1.95 mL), aqueous formaldehyde (40%, 2.17 mL). The mixture was stirred for 5 h after which additional aqueous formaldehyde (1.5 mL) was added and the mixture was refluxed overnight. Purification by flash chromatography on silica gel (ethyl acetate/methanol, 10:1). Yield: 0.09 g. [α]D=+19.1°; The amine was converted to the oxalic acid salt and recrystallized from ethanol/... Starting materials: C(C)(=O)C1=CC=CC=C1 (acetophenone), C(CCCCCCCCCCC)C1=CC=C(N)C=C1 (p-dodecyl aniline), C1=CC=CC=C1 (benzene). The solvent is O (water). Yields the product CC(C1=CC=CC=C1)=NC1=CC=C(C=C1)CCCCCCCCCCCC (N-(α-methyl benzylidene)-p-dodecyl aniline). Isolated yield 93.7%. As a reaction SMILES: [C:1]([C:4]1[CH:9]=[CH:8][CH:7]=[CH:6][CH:5]=1)(=O)[CH3:2].[CH2:10]([C:22]1[CH:28]=[CH:27][C:25]([NH2:26])=[CH:24][CH:23]=1)[CH2:11][CH2:12][CH2:13][CH2:14][CH2:15][CH2:16][CH2:17][CH2:18][CH2:19][CH2:20][CH3:21].C1C=CC=CC=1>O>[CH3:2][C:1](=[N:26][C:25]1[CH:27]=[CH:28][C:22]([CH2:10][CH2:11][CH2:12][CH2:13][CH2:14][CH2:15][CH2:16][CH2:17][CH2:18][CH2:19][CH2:20][CH3:21])=[CH:23][CH:24]=1)[C:4]1[CH:9]=[CH:8][CH:7]=[CH:6][CH:5]=1. Procedure: solution of acetophenone (33.5 g), p-dodecyl aniline (73 g), benzene (50 ml) was refluxed in the presence of molecular sieve (100 g) with continuous removal of water. The crude product was purified by crystallizing it from ethanol to give N-(α-methyl benzylidene)-p-dodecyl aniline (V) (95 g). V had a melting point of 47° C.